Dataset: the Open Reaction Database (ORD), a public repository of structured organic reaction records. Task: describe an organic reaction: reactants, conditions, products, and yield Reactants: NC1=NC=CC=C1 (2-aminopyridine), C1(CCCCC1)C[C@@H](C(=O)O)N1C(N[C@H](C1=O)CC1CCCCC1)=O ((S,S)-3-cyclohexyl-2-[4-(cyclohexyl)methyl-2,5-dioxoimidazolidin-1-yl]propanoic acid). The product is C1(CCCCC1)C[C@@H](C(=O)NC1=NC=CC=C1)N1C(N[C@H](C1=O)CC1CCCCC1)=O ((S,S)-3-cyclohexyl-2-[4-(cyclohexyl)methyl-2,5-dioxoimidazolidin-1-yl]-N-(pyridin-2-yl)propanamide). As a reaction SMILES: [NH2:1][C:2]1[CH:7]=[CH:6][CH:5]=[CH:4][N:3]=1.[CH:8]1([CH2:14][C@H:15]([N:19]2[C:23](=[O:24])[C@H:22]([CH2:25][CH:26]3[CH2:31][CH2:30][CH2:29][CH2:28][CH2:27]3)[NH:21][C:20]2=[O:32])[C:16](O)=[O:17])[CH2:13][CH2:12][CH2:11][CH2:10][CH2:9]1>>[CH:8]1([CH2:14][C@H:15]([N:19]2[C:23](=[O:24])[C@H:22]([CH2:25][CH:26]3[CH2:27][CH2:28][CH2:29][CH2:30][CH2:31]3)[NH:21][C:20]2=[O:32])[C:16]([NH:1][C:2]2[CH:7]=[CH:6][CH:5]=[CH:4][N:3]=2)=[O:17])[CH2:9][CH2:10][CH2:11][CH2:12][CH2:13]1. Reported procedure: By using the conditions described in Step (iv) of Example 17, 2-aminopyridine was condensed with (S,S)-3-cyclohexyl-2-[4-(cyclohexyl)methyl-2,5-dioxoimidazolidinyl]propanoic acid [Example 17, Step (iii)] to give the title compound as a colorless foam: EI-HRMS m/e calcd for C24H34N4O3 (M+) 427.2709, found 427.2706. The reactants are Cc1ccc(C(C)C)cc1OCc1c(C)nc(-c2c(C)cccc2C)nc1O, O=P(Cl)(Cl)Cl. Yields the product Cc1ccc(C(C)C)cc1OCc1c(C)nc(-c2c(C)cccc2C)nc1Cl. As a reaction SMILES: [CH3:1][c:2]1[c:3](-[c:9]2[n:10][c:11]([CH3:28])[c:12]([CH2:16][O:17][c:18]3[c:19]([CH3:27])[cH:20][cH:21][c:22]([CH:24]([CH3:25])[CH3:26])[cH:23]3)[c:13]([OH:15])[n:14]2)[c:4]([CH3:8])[cH:5][cH:6][cH:7]1.[P:29]([Cl:30])([Cl:31])([Cl:32])=[O:33]>>[CH3:1][c:2]1[c:3](-[c:9]2[n:10][c:11]([CH3:28])[c:12]([CH2:16][O:17][c:18]3[c:19]([CH3:27])[cH:20][cH:21][c:22]([CH:24]([CH3:25])[CH3:26])[cH:23]3)[c:13]([Cl:31])[n:14]2)[c:4]([CH3:8])[cH:5][cH:6][cH:7]1. The reactants are Cl.FC1(CCNCC1)C(=O)OCC (ethyl 4-fluoropiperidine-4-carboxylate, hydrochloride), C1(CCC1)=O (cyclobutanone), CC(=O)O (HOAc), C(C)(=O)O[BH-](OC(C)=O)OC(C)=O.[Na+] (sodium triacetoxyborohydride), [OH-].[Na+] (NaOH). Solvent: C(Cl)Cl (CH2Cl2). Reaction conditions: time 7.5 minute. The product is C(C)OC(=O)C1(CCN(CC1)C1CCC1)F (1-Cyclobutyl-4-fluoro-piperidine-4-carboxylic acid ethyl ester). Reaction SMILES: Cl.[F:2][C:3]1([C:9]([O:11][CH2:12][CH3:13])=[O:10])[CH2:8][CH2:7][NH:6][CH2:5][CH2:4]1.[C:14]1(=O)[CH2:17][CH2:16][CH2:15]1.CC(O)=O.C(O[BH-](OC(=O)C)OC(=O)C)(=O)C.[Na+].[OH-].[Na+]>C(Cl)Cl>[CH2:12]([O:11][C:9]([C:3]1([F:2])[CH2:4][CH2:5][N:6]([CH:14]2[CH2:17][CH2:16][CH2:15]2)[CH2:7][CH2:8]1)=[O:10])[CH3:13] |f:0.1,4.5,6.7|. Reported procedure: To a 250 mL round bottle was added compound B1(I) ethyl 4-fluoropiperidine-4-carboxylate, hydrochloride (1.25 g, 5.91 mmol, 1.0 eq), CH2Cl2 (40 mL), cyclobutanone B1(II) (1.30 g, 7.68 mmol, 1.30 eq), and glacial HOAc (0.338 mL, 5.91 mmol, 1.0 eq). After stirring at rt for 5 to 10 min, sodium triacetoxyborohydride (2.00 g, 9.45 mmol, 1.60 eq) was added in one portion. A cloudy solution was obtained. The reaction mixture was stirred at rt for 2 h. To the reaction mixture, 100 mL aqueous NaOH (1 M)... The reactants are C(C)(C)(C)OC(NC1=C(C=C(C=C1)C=1C=NC(=CC1)OCC1=CC=CC=C1)[N+](=O)[O-])=O ([4-(6-Benzyloxy-pyridin-3-yl)-2-nitro-phenyl]-carbamic acid tert.-butyl ester). Reagents/catalysts: [Zn].[NH4+].[Cl-] (Zn NH4Cl). The product is C(C)(C)(C)OC(NC1=C(C=C(C=C1)C=1C=NC(=CC1)OCC1=CC=CC=C1)N)=O ([2-Amino-4-(6-benzyloxy-pyridin-3-yl)-phenyl]-carbamic acid tert.-butyl ester). Isolated yield 95.2%. Reaction SMILES: [C:1]([O:5][C:6](=[O:31])[NH:7][C:8]1[CH:13]=[CH:12][C:11]([C:14]2[CH:15]=[N:16][C:17]([O:20][CH2:21][C:22]3[CH:27]=[CH:26][CH:25]=[CH:24][CH:23]=3)=[CH:18][CH:19]=2)=[CH:10][C:9]=1[N+:28]([O-])=O)([CH3:4])([CH3:3])[CH3:2]>[Zn].[NH4+].[Cl-]>[C:1]([O:5][C:6](=[O:31])[NH:7][C:8]1[CH:13]=[CH:12][C:11]([C:14]2[CH:15]=[N:16][C:17]([O:20][CH2:21][C:22]3[CH:23]=[CH:24][CH:25]=[CH:26][CH:27]=3)=[CH:18][CH:19]=2)=[CH:10][C:9]=1[NH2:28])([CH3:4])([CH3:2])[CH3:3] |f:1.2.3|. Procedure details: Prepared from [4-(6-benzyloxy-pyridin-3-yl)-2-nitro-phenyl]-carbamic acid tert.-butyl ester (Example E3) (768 mg, 1.82 mmol) by reduction with Zn/NH4Cl according to the general procedure G (method c). Obtained as a light brown solid (678 mg). Starting materials: Cl (hydrochloric acid), solution, [OH-].[Na+] (sodium hydroxide), C(C)OC(=O)C1CCN(CC1)CCC=C1C2=C(OCOC3=C1C=CC=C3)C=CC=C2 (1-(3-(12H-dibenzo[d,g][1,3]dioxocin-12-ylidene)-1-propyl)-4-piperidinecarboxylic acid ethyl ester). Run in C(C)O (ethanol), ClCCl (dichloromethane). Reaction conditions: time 7 hour. Yields the product Cl.C1=CC=CC=2OCOC3=C(C(C21)=CCCN2CCC(CC2)C(=O)O)C=CC=C3 (1-(3-(12H-Dibenzo[d,g][1,3]dioxocin-12-ylidene)-1-propyl)-4-piperidinecarboxylic acid hydrochloride). The yield is 73.0%. RXN SMILES: C([O:3][C:4]([CH:6]1[CH2:11][CH2:10][N:9]([CH2:12][CH2:13][CH:14]=[C:15]2[C:22]3[CH:23]=[CH:24][CH:25]=[CH:26][C:21]=3[O:20][CH2:19][O:18][C:17]3[CH:27]=[CH:28][CH:29]=[CH:30][C:16]2=3)[CH2:8][CH2:7]1)=[O:5])C.[OH-].[Na+].[ClH:33]>C(O)C.ClCCl>[ClH:33].[CH:30]1[C:16]2[C:15](=[CH:14][CH2:13][CH2:12][N:9]3[CH2:10][CH2:11][CH:6]([C:4]([OH:5])=[O:3])[CH2:7][CH2:8]3)[C:22]3[CH:23]=[CH:24][CH:25]=[CH:26][C:21]=3[O:20][CH2:19][O:18][C:17]=2[CH:27]=[CH:28][CH:29]=1 |f:1.2,6.7|. Reported procedure: The above ester (2.30 g, 5.6 mmol) was dissolved in ethanol (30 ml), a 20% solution of sodium hydroxide (3.5 ml) was added and the mixture was stirred at room temperature for 7 h. The solution was diluted with dichloromethane (240 ml) and acidified with concentrated hydrochloric acid (3 ml). The mixture was washed with water (10 ml), the organic phase was dried over MgSO4 and evaporated in vacuo. The solid residue was washed with acetone, filtered off and dried in vacuo, affording the title comp...